Dataset: the Open Reaction Database (ORD), a public repository of structured organic reaction records. Task: describe an organic reaction: reactants, conditions, products, and yield Starting materials: B.O1CCCC1 (borane tetrahydrofuran), C(C)(C)C1=CC=C(C=C1)S(=O)(=O)NC=1C=CC2=C(C[C@H]3CCCN([C@@H]3C2)C(CC)=O)C1 (trans-4-isopropyl-N-(1-propionyl-1,2,3,4,4a,5,10,10a-octahydrobenzo[g]quinolin-7-yl)-benzenesulfonamide), Cl (hydrochloric acid). Solvent: O1CCCC1 (tetrahydrofurane), O1CCCC1 (tetrahydrofuran). The product is C(C)(C)C1=CC=C(C=C1)S(=O)(=O)NC=1C=CC2=C(C[C@H]3CCCN([C@@H]3C2)CCC)C1 (trans-4-Isopropyl-N-(1-propyl-1,2,3,4,4a,5,10,10a-octahydro-benzo[g]quinolin-7-yl)benzenesulfonamide). Yield: 13.6%. As a reaction SMILES: [CH:1]([C:4]1[CH:9]=[CH:8][C:7]([S:10]([NH:13][C:14]2[CH:15]=[CH:16][C:17]3[CH2:26][C@@H:25]4[C@H:20]([CH2:21][CH2:22][CH2:23][N:24]4[C:27](=O)[CH2:28][CH3:29])[CH2:19][C:18]=3[CH:31]=2)(=[O:12])=[O:11])=[CH:6][CH:5]=1)([CH3:3])[CH3:2].B.O1CCCC1.Cl>O1CCCC1>[CH:1]([C:4]1[CH:5]=[CH:6][C:7]([S:10]([NH:13][C:14]2[CH:15]=[CH:16][C:17]3[CH2:26][C@@H:25]4[C@H:20]([CH2:21][CH2:22][CH2:23][N:24]4[CH2:27][CH2:28][CH3:29])[CH2:19][C:18]=3[CH:31]=2)(=[O:12])=[O:11])=[CH:8][CH:9]=1)([CH3:3])[CH3:2] |f:1.2|. Procedure: 0.18 mg of trans-4-isopropyl-N-(1-propionyl-1,2,3,4,4a,5,10,10a-octahydrobenzo[g]quinolin-7-yl)-benzenesulfonamide (0.268 mmol) were dissolved in 7 ml of tetrahydrofuran. 1.4 ml of 1 M borane-tetrahydrofuran-complex in tetrahydrofurane were added and the reaction stirred under reflux for 30 min. 2 ml of 2 N aqueous hydrochloric acid were added, the reaction further stirred for 3 h under reflux, and the solvent removed under reduced pressure. Water adjusted to pH 9 with sodium hydroxide was added...